Dataset: the Open Reaction Database (ORD), a public repository of structured organic reaction records. Task: describe an organic reaction: reactants, conditions, products, and yield Starting materials: O=C(Cn1cccc(OCc2ccccc2)c1=O)N(Cc1ccccc1)c1ccccc1, CCO, [Fe+3], [H][H]. Yields the product O=C(Cn1cccc(O)c1=O)N(Cc1ccccc1)c1ccccc1. Reaction SMILES: [CH2:1]([c:2]1[cH:3][cH:4][cH:5][cH:6][cH:7]1)[O:8][c:9]1[c:10](=[O:32])[n:11]([CH2:15][C:16]([N:17]([CH2:18][c:19]2[cH:20][cH:21][cH:22][cH:23][cH:24]2)[c:25]2[cH:26][cH:27][cH:28][cH:29][cH:30]2)=[O:31])[cH:12][cH:13][cH:14]1.[CH3:35][CH2:36][OH:37].[Fe+3:38].[H:33][H:34]>>[OH:8][c:9]1[c:10](=[O:32])[n:11]([CH2:15][C:16]([N:17]([CH2:18][c:19]2[cH:20][cH:21][cH:22][cH:23][cH:24]2)[c:25]2[cH:26][cH:27][cH:28][cH:29][cH:30]2)=[O:31])[cH:12][cH:13][cH:14]1.